Dataset: the Open Reaction Database (ORD), a public repository of structured organic reaction records. Task: describe an organic reaction: reactants, conditions, products, and yield Starting materials: methyl ester, OCCCCCCCCCCCCCCCC(=O)O (16-hydroxyhexadecanoic acid), CS(=O)(=O)Cl (methanesulfonyl chloride). Run in N1=CC=CC=C1 (pyridine). Conditions: time 8 hour. Product: methyl ester, CS(=O)(=O)OCCCCCCCCCCCCCCCC(=O)O (16-methanesulfonyloxy hexadecanoic acid). RXN SMILES: [OH:1][CH2:2][CH2:3][CH2:4][CH2:5][CH2:6][CH2:7][CH2:8][CH2:9][CH2:10][CH2:11][CH2:12][CH2:13][CH2:14][CH2:15][CH2:16][C:17]([OH:19])=[O:18].[CH3:20][S:21](Cl)(=[O:23])=[O:22]>N1C=CC=CC=1>[CH3:20][S:21]([O:1][CH2:2][CH2:3][CH2:4][CH2:5][CH2:6][CH2:7][CH2:8][CH2:9][CH2:10][CH2:11][CH2:12][CH2:13][CH2:14][CH2:15][CH2:16][C:17]([OH:19])=[O:18])(=[O:23])=[O:22]. Reported procedure: 16-Hydroxyhexadecanoic acid (1 g) dissolved in a 10% hydrochloric acid-methanol solution was stirred at room temperature for 1 hour. The mixture was then concentrated and distributed into chloroform and water, and the chloroform layer was washed with a 1% aqueous sodium hydrogen carbonate solution and water, dried with anhydrous sodium sulfate and concentrated to give the methyl ester of 16-hydroxyhexadecanoic acid (1.02 g). To the methyl ester of 16-hydroxyhexadecanoic acid dissolved in pyridin...